Dataset: the Open Reaction Database (ORD), a public repository of structured organic reaction records. Task: describe an organic reaction: reactants, conditions, products, and yield The reactants are F[B-](F)(F)F, CC(C)(C)c1ccc(CNCCc2cc(F)cc(F)c2)cc1, CCN(C(C)C)C(C)C, CN(C)C=O, O, CN(C)C(On1nnc2ccccc21)=[N+](C)C, O=C(O)c1cccc2cc[nH]c12. The product is CC(C)(C)c1ccc(CN(CCc2cc(F)cc(F)c2)C(=O)c2cccc3cc[nH]c23)cc1. Reaction SMILES: [B-:13]([F:14])([F:15])([F:16])[F:17].[C:44]([CH3:45])([CH3:46])([CH3:47])[c:48]1[cH:49][cH:50][c:51]([CH2:52][NH:53][CH2:54][CH2:55][c:56]2[cH:57][c:58]([F:63])[cH:59][c:60]([F:62])[cH:61]2)[cH:64][cH:65]1.[CH:35]([N:36]([CH2:37][CH3:38])[CH:39]([CH3:40])[CH3:41])([CH3:42])[CH3:43].[O:66]=[CH:67][N:68]([CH3:69])[CH3:70].[OH2:71].[n:18]1([O:19][C:20]([N:21]([CH3:22])[CH3:23])=[N+:24]([CH3:25])[CH3:26])[c:27]2[cH:28][cH:29][cH:30][cH:31][c:32]2[n:33][n:34]1.[nH:1]1[cH:2][cH:3][c:4]2[cH:5][cH:6][cH:7][c:8]([C:10](=[O:11])[OH:12])[c:9]12>>[nH:1]1[cH:2][cH:3][c:4]2[cH:5][cH:6][cH:7][c:8]([C:10](=[O:12])[N:53]([CH2:52][c:51]3[cH:50][cH:49][c:48]([C:44]([CH3:45])([CH3:46])[CH3:47])[cH:65][cH:64]3)[CH2:54][CH2:55][c:56]3[cH:57][c:58]([F:63])[cH:59][c:60]([F:62])[cH:61]3)[c:9]12. The reactants are COC1=CC=C(C=C1)B(O)O (4-methoxyphenylboronic acid), BrC=1C(=C(C=CC1)N(CCC)CC1=CC(=C(OCC(=O)OCC)C=C1)C)C (ethyl (4-{[(3-bromo-2-methylphenyl)(propyl)amino]methyl}2-methylphenoxy)acetate). The product is COC1=CC=C(C=C1)C1=C(C(=CC=C1)N(CCC)CC1=CC(=C(OCC(=O)O)C=C1)C)C ((4-{[(4′-Methoxy-2-methyl-1,1′-biphenyl-3-yl)(propyl)amino] methyl}-2-methylphenoxy)acetic acid). As a reaction SMILES: [CH3:1][O:2][C:3]1[CH:8]=[CH:7][C:6](B(O)O)=[CH:5][CH:4]=1.Br[C:13]1[C:14]([CH3:38])=[C:15]([N:19]([CH2:23][C:24]2[CH:36]=[CH:35][C:27]([O:28][CH2:29][C:30]([O:32]CC)=[O:31])=[C:26]([CH3:37])[CH:25]=2)[CH2:20][CH2:21][CH3:22])[CH:16]=[CH:17][CH:18]=1>>[CH3:1][O:2][C:3]1[CH:8]=[CH:7][C:6]([C:13]2[CH:18]=[CH:17][CH:16]=[C:15]([N:19]([CH2:23][C:24]3[CH:36]=[CH:35][C:27]([O:28][CH2:29][C:30]([OH:32])=[O:31])=[C:26]([CH3:37])[CH:25]=3)[CH2:20][CH2:21][CH3:22])[C:14]=2[CH3:38])=[CH:5][CH:4]=1. Procedure details: Prepared from 4-methoxyphenylboronic acid and ethyl (4-{[(3-bromo-2-methylphenyl)(propyl)amino]methyl}2-methylphenoxy)acetate using the procedure described for Example 25 (Method A). Reactants: C([O-])(O)=O.[Na+] (sodium bicarbonate), C(C)(C)N(C(C)C)CC (N,N-diisopropylethylamine), COCCl (methoxymethyl chloride), O([Si](C1=CC=CC=C1)(C1=CC=CC=C1)C(C)(C)C)CC1(COC(OC1)(C)C)CN1C(=NC(=C1)CO)[N+](=O)[O-] (5-(t-butyldiphenylsiloxymethyl)-2,2-dimethyl-5-[(4-hydroxymethyl-2-nitro-1H-imidazol-1-yl)methyl]-1,3-dioxane). Run in ClCCl (dichloromethane). Reaction conditions: temperature 0 celsius, time 26 hour. Yields the product O([Si](C1=CC=CC=C1)(C1=CC=CC=C1)C(C)(C)C)CC1(COC(OC1)(C)C)CN1C(=NC(=C1)COCOC)[N+](=O)[O-] (5-(t-butyldiphenylsiloxymethyl)-2,2-dimethyl-5-[(4-methoxymethoxymethyl-2-nitro-1H-imidazol-1-yl)methyl]-1,3-dioxane). The yield is 78.9%. Reaction SMILES: [O:1]([CH2:19][C:20]1([CH2:28][N:29]2[CH:33]=[C:32]([CH2:34][OH:35])[N:31]=[C:30]2[N+:36]([O-:38])=[O:37])[CH2:25][O:24][C:23]([CH3:27])([CH3:26])[O:22][CH2:21]1)[Si:2]([C:15]([CH3:18])([CH3:17])[CH3:16])([C:9]1[CH:14]=[CH:13][CH:12]=[CH:11][CH:10]=1)[C:3]1[CH:8]=[CH:7][CH:6]=[CH:5][CH:4]=1.C(N(CC)C(C)C)(C)C.[CH3:48][O:49][CH2:50]Cl.C(=O)(O)[O-].[Na+]>ClCCl>[O:1]([CH2:19][C:20]1([CH2:28][N:29]2[CH:33]=[C:32]([CH2:34][O:35][CH2:48][O:49][CH3:50])[N:31]=[C:30]2[N+:36]([O-:38])=[O:37])[CH2:25][O:24][C:23]([CH3:26])([CH3:27])[O:22][CH2:21]1)[Si:2]([C:15]([CH3:16])([CH3:18])[CH3:17])([C:3]1[CH:8]=[CH:7][CH:6]=[CH:5][CH:4]=1)[C:9]1[CH:14]=[CH:13][CH:12]=[CH:11][CH:10]=1 |f:3.4|. Procedure details: 101 mg (0.19 mmol equivalents) of 5-(t-butyldiphenylsiloxymethyl)-2,2-dimethyl-5-[(4-hydroxymethyl-2-nitro-1H-imidazol-1-yl)methyl]-1,3-dioxane was dissolved in 2.0 mL of dichloromethane and cooled to about 0° C. in an ice bath. 125 μL (0.72 mmol equivalents) of N,N-diisopropylethylamine and 41 μL (0.51 mmol equivalents) of methoxymethyl chloride were added thereto, and the mixture was stirred for 26 hours while increasing the temperature to room temperature (25° C.). After completion of the rea... The reactants are C1(CC1)CN1CCN(CC1)[C@@H]1CC[C@H](CC1)N ((trans)-4-[4-(cyclopropylmethyl)piperazin-1-yl]cyclohexanamine), C(C)(C)N1[C@H](C(N(C=2C=NC(=NC12)NC=1C=CC(=C2CCOC21)C(=O)O)C)=O)CC (7-[[(7S)-8-isopropyl-7-ethyl-5-methyl-6-oxo-7H-pteridin-2-yl]amino]-2,3-dihydrobenzofuran-4-carboxylic acid), F[B-](F)(F)F.N1(N=NC2=C1C=CC=C2)OC(=[N+](C)C)N(C)C (O-(benzotriazol-1-yl)-N,N,N′,N′-tetra methyluronium tetrafluoroborate), C(C)(C)N(CC)C(C)C (diisopropylethylamine), N (ammonia). Solvent: ClCCl (dichloromethane). Conditions: time 2 hour. Product: C1(CC1)CN1CCN(CC1)[C@@H]1CC[C@H](CC1)NC(=O)C=1C=CC(=C2C1CCO2)NC2=NC=1N([C@H](C(N(C1C=N2)C)=O)CC)C(C)C (N-[(trans)-4-[4-(Cyclopropylmethyl)piperazin-1-yl]cyclohexyl]-7-[[(7S)-7-ethyl-8-isopropyl-5-methyl-6-oxo-7H-pteridin-2-yl]amino]-2,3-dihydrobenzofuran-4-carboxamide), C1(CC1)CN1CCN(CC1)[C@H]1CC[C@H](CC1)NC(=O)C=1C=CC(=C2C1CCO2)NC2=NC=1N([C@H](C(N(C1C=N2)C)=O)CC)C(C)C (N-[(cis)-4-[4-(cyclopropylmethyl)piperazin-1-yl]cyclohexyl]-7-[[(7S)-7-ethyl-8-isopropyl-5-methyl-6-oxo-7H-pteridin-2-yl]amino]-2,3-dihydrobenzofuran-4-Carboxamide). Isolated yield 77.1%. As a reaction SMILES: [CH:1]1([CH2:4][N:5]2[CH2:10][CH2:9][N:8]([C@H:11]3[CH2:16][CH2:15][C@H:14]([NH2:17])[CH2:13][CH2:12]3)[CH2:7][CH2:6]2)[CH2:3][CH2:2]1.[CH:18]([N:21]1[C:30]2[N:29]=[C:28]([NH:31][C:32]3[CH:33]=[CH:34][C:35]([C:41](O)=[O:42])=[C:36]4[C:40]=3[O:39][CH2:38][CH2:37]4)[N:27]=[CH:26][C:25]=2[N:24]([CH3:44])[C:23](=[O:45])[C@@H:22]1[CH2:46][CH3:47])([CH3:20])[CH3:19].F[B-](F)(F)F.N1(OC(N(C)C)=[N+](C)C)C2C=CC=CC=2N=N1.C(N(C(C)C)CC)(C)C.N>ClCCl>[CH:1]1([CH2:4][N:5]2[CH2:10][CH2:9][N:8]([C@H:11]3[CH2:16][CH2:15][C@H:14]([NH:17][C:41]([C:35]4[CH:34]=[CH:33][C:32]([NH:31][C:28]5[N:27]=[CH:26][C:25]6[N:24]([CH3:44])[C:23](=[O:45])[C@H:22]([CH2:46][CH3:47])[N:21]([CH:18]([CH3:19])[CH3:20])[C:30]=6[N:29]=5)=[C:40]5[O:39][CH2:38][CH2:37][C:36]=45)=[O:42])[CH2:13][CH2:12]3)[CH2:7][CH2:6]2)[CH2:2][CH2:3]1.[CH:1]1([CH2:4][N:5]2[CH2:10][CH2:9][N:8]([C@@H:11]3[CH2:16][CH2:15][C@H:14]([NH:17][C:41]([C:35]4[CH:34]=[CH:33][C:32]([NH:31][C:28]5[N:27]=[CH:26][C:25]6[N:24]([CH3:44])[C:23](=[O:45])[C@H:22]([CH2:46][CH3:47])[N:21]([CH:18]([CH3:19])[CH3:20])[C:30]=6[N:29]=5)=[C:40]5[O:39][CH2:38][CH2:37][C:36]=45)=[O:42])[CH2:13][CH2:12]3)[CH2:7][CH2:6]2)[CH2:2][CH2:3]1 |f:2.3|. Reported procedure: (trans)-4-[4-(Cyclopropylmethyl)piperazin-1-yl]cyclohexanamine 16b (350 mg, 1.48 mmol), 7-[[(7S)-7-ethyl-8-isopropyl-5-methyl-6-oxo-7H-pteridin-2-yl]amino]-2,3-dihydrobenzofuran-4-carboxylic acid 43e (607 mg, 1.48 mmol), O-(benzotriazol-1-yl)-N,N,N′,N′-tetra methyluronium tetrafluoroborate (475 mg, 1.48 mmol) and diisopropylethylamine (420 mg, 3.30 mmol) were dissolved in 40 mL of dichloromethane. The reaction solution was stirred for 2 hours. The resulting solution was added with 50 mL of aqueo...